Task: describe an organic reaction: reactants, conditions, products, and yield. Dataset: the Open Reaction Database (ORD), a public repository of structured organic reaction records Starting materials: CC(=O)OC(C)=O, Cc1cccc2c1NCC2, O. The product is CC(=O)N1CCc2cccc(C)c21. As a reaction SMILES: [CH3:12][C:13](=[O:14])[O:15][C:16](=[O:17])[CH3:18].[CH3:1][c:2]1[cH:3][cH:4][cH:5][c:6]2[c:10]1[NH:9][CH2:8][CH2:7]2.[OH2:11]>>[CH3:1][c:2]1[cH:3][cH:4][cH:5][c:6]2[c:10]1[N:9]([C:13]([CH3:12])=[O:14])[CH2:8][CH2:7]2.